This data is from the Open Reaction Database (ORD), a public repository of structured organic reaction records. The task is: describe an organic reaction: reactants, conditions, products, and yield Starting materials: C([O-])([O-])=O.[Cs+].[Cs+] (Cesium carbonate), FC(S(=O)(=O)OCC(F)(F)F)(F)F (2,2,2-trifluoroethyl trifluoromethanesulfonate), CC=1N=CN(C1)C=1C(=NC(=CC1)\C=C\C1=NN2C([C@@H](CCC2)C2=C(C=CC=C2)C(F)(F)F)=N1)O (3-(4-methyl-1H-imidazol-1-yl)-6-{(E)-2-[(S)-8-(2-trifluoromethylphenyl)-5,6,7,8-tetrahydro-[1,2,4]triazolo[1,5-a]pyridin-2-yl]vinyl}pyridin-2-ol), CN(C)C=O (DMF). The solvent is C(C)(=O)OCC (ethyl acetate), O (Water). Reaction conditions: time 4 hour. Yields the product CC=1N=CN(C1)C=1C=CC(=NC1OCC(F)(F)F)/C=C/C1=NN2C(C(CCC2)C2=C(C=CC=C2)C(F)(F)F)=N1 ((−)-2-{(E)-2-[5-(4-methyl-1H-imidazol-1-yl)-6-(2,2,2-trifluoroethoxy)pyridin-2-yl]vinyl}-8-(2-trifluoromethylphenyl)-5,6,7,8-tetrahydro-[1,2,4]triazolo[1,5-a]pyridine). As a reaction SMILES: C(=O)([O-])[O-].[Cs+].[Cs+].FC(F)(F)S([O:12][CH2:13][C:14]([F:17])([F:16])[F:15])(=O)=O.[CH3:20][C:21]1[N:22]=[CH:23][N:24]([C:26]2[C:27](O)=[N:28][C:29](/[CH:32]=[CH:33]/[C:34]3[N:52]=[C:37]4[C@H:38]([C:42]5[CH:47]=[CH:46][CH:45]=[CH:44][C:43]=5[C:48]([F:51])([F:50])[F:49])[CH2:39][CH2:40][CH2:41][N:36]4[N:35]=3)=[CH:30][CH:31]=2)[CH:25]=1.CN(C=O)C>C(OCC)(=O)C.O>[CH3:20][C:21]1[N:22]=[CH:23][N:24]([C:26]2[CH:31]=[CH:30][C:29](/[CH:32]=[CH:33]/[C:34]3[N:52]=[C:37]4[CH:38]([C:42]5[CH:47]=[CH:46][CH:45]=[CH:44][C:43]=5[C:48]([F:50])([F:51])[F:49])[CH2:39][CH2:40][CH2:41][N:36]4[N:35]=3)=[N:28][C:27]=2[O:12][CH2:13][C:14]([F:15])([F:16])[F:17])[CH:25]=1 |f:0.1.2|. Procedure details: Cesium carbonate (83.7 mg) and 2,2,2-trifluoroethyl trifluoromethanesulfonate (35.7 μL) were added to a mixture of 3-(4-methyl-1H-imidazol-1-yl)-6-{(E)-2-[8-(2-trifluoromethylphenyl)-5,6,7,8-tetrahydro-[1,2,4]triazolo[1,5-a]pyridin-2-yl]vinyl}pyridin-2-ol synthesized in Example 344 (100 mg) and DMF (1.2 mL), and the reaction solution was stirred at room temperature for four hours. Water and ethyl acetate were added to the reaction solution, and the organic layer was separated. The organic layer ... Reaction SMILES: [CH2:1]([CH3:2])[NH:3][CH2:4][CH2:5][c:6]1[cH:7][c:8]2[n:26][n:25]([CH2:27][c:28]3[n:29][cH:30][c:31]([CH3:37])[c:32]([O:35][CH3:36])[c:33]3[CH3:34])[n:24][c:10]3[c:9]-2[c:15]1[CH2:14][S:13][N:12]=[C:11]3[NH:16][C:17](=[O:18])[O:19][C:20]([CH3:21])([CH3:22])[CH3:23].[CH3:38][CH2:39][O:40][CH2:41][CH3:42]>>[CH2:1]([CH3:2])[NH:3][CH2:4][CH2:5][c:6]1[cH:7][c:8]2[n:26][n:25]([CH2:27][c:28]3[n:29][cH:30][c:31]([CH3:37])[c:32]([O:35][CH3:36])[c:33]3[CH3:34])[n:24][c:10]3[c:9]-2[c:15]1[CH2:14][S:13][N:12]=[C:11]3[NH2:16]. Starting materials: CCNCCc1cc2nn(Cc3ncc(C)c(OC)c3C)nc3c-2c1CSN=C3NC(=O)OC(C)(C)C, CCOCC. Product: CCNCCc1cc2nn(Cc3ncc(C)c(OC)c3C)nc3c-2c1CSN=C3N.